describe an organic reaction: reactants, conditions, products, and yield From a dataset of the Open Reaction Database (ORD), a public repository of structured organic reaction records. Starting materials: [Br-], [CH3], CC(=O)OC(C)=O, [H][H], [I-], c1ccc2c(N3CCCCC3)n[nH]c2c1, c1ccc2[nH]ncc2c1. The product is CC(=O)n1ncc2ccccc21. Reaction SMILES: [Br-:27].[CH3:29].[CH3:30][C:31](=[O:32])[O:33][C:34](=[O:35])[CH3:36].[H:25][H:26].[I-:28].[N:10]1([c:11]2[c:12]3[c:13]([cH:14][cH:15][cH:16][cH:17]3)[nH:18][n:19]2)[CH2:20][CH2:21][CH2:22][CH2:23][CH2:24]1.[cH:1]1[cH:2][cH:3][c:4]2[nH:5][n:6][cH:7][c:8]2[cH:9]1>>[cH:1]1[cH:2][cH:3][c:4]2[n:5]([C:31]([CH3:30])=[O:32])[n:6][cH:7][c:8]2[cH:9]1. Reactants: NC1=C(C=C(C=C1)Cl)S(=O)(=O)N (2-amino-5-chlorobenzenesulphonamide), C(OCC)([O-])[O-] (ethyl orthoformate). Reaction conditions: time 30 minute. Yields the product ClC1=CC2=C(NC=NS2(=O)=O)C=C1 (7-chloro-4H-1,2,4-benzothiadiazine 1,1-dioxide). As a reaction SMILES: [NH2:1][C:2]1[CH:7]=[CH:6][C:5]([Cl:8])=[CH:4][C:3]=1[S:9]([NH2:12])(=[O:11])=[O:10].[CH:13]([O-])([O-])OCC>>[Cl:8][C:5]1[CH:6]=[CH:7][C:2]2[NH:1][CH:13]=[N:12][S:9](=[O:11])(=[O:10])[C:3]=2[CH:4]=1. Procedure details: A mixture of 2-amino-5-chlorobenzenesulphonamide (obtained according to J. Chem. Soc. Perkin I, 1043-1047, 1979) and ethyl orthoformate (40 mL) is heated at boiling for 30 minutes in an open vessel. The volume of the mixture is reduced by half under reduced pressure. The precipitate obtained is collected by filtration, washed with ether and dried. Starting materials: OC1=C(C(N(C2=CC=CC=C12)OCCC)=O)C(=O)OCC (ethyl 4-hydroxy-2-oxo-1-propoxy-1,2-dihydroquinoline-3-carboxylate), NC1=C(C=C(C=C1)Br)S(=O)(=O)N (2-amino-5-bromobenzenesulfonamide), C(C1=CC=CC=C1)N1C(C(=C(C2=CC=CN=C12)O)C(=O)OCC)=O (ethyl 1-benzyl-4-hydroxy-2-oxo-1,2-dihydro-1,8-naphthyridine-3-carboxylate), 2-aminosulfonamide. Yields the product NS(=O)(=O)C1=C(C=CC=C1)NC(=O)C=1C(N(C2=CC=CC=C2C1O)OCCC)=O (N-[2-(aminosulfonyl)phenyl]-4-hydroxy-2-oxo-1-propoxy-1,2-dihydroquinoline-3-carboxamide). RXN SMILES: [OH:1][C:2]1[C:11]2[C:6](=[CH:7][CH:8]=[CH:9][CH:10]=2)[N:5]([O:12][CH2:13][CH2:14][CH3:15])[C:4](=[O:16])[C:3]=1[C:17]([O:19]CC)=O.C(N1C2C(=CC=CN=2)C(O)=C(C(OCC)=O)C1=O)C1C=CC=CC=1.[NH2:46][C:47]1[CH:52]=[CH:51][C:50](Br)=[CH:49][C:48]=1[S:54]([NH2:57])(=[O:56])=[O:55]>>[NH2:57][S:54]([C:48]1[CH:49]=[CH:50][CH:51]=[CH:52][C:47]=1[NH:46][C:17]([C:3]1[C:4](=[O:16])[N:5]([O:12][CH2:13][CH2:14][CH3:15])[C:6]2[C:11]([C:2]=1[OH:1])=[CH:10][CH:9]=[CH:8][CH:7]=2)=[O:19])(=[O:55])=[O:56]. Reported procedure: The title compound is prepared according to the procedure of Example 84C substituting the product of Example 172D for the product of Example 84B and substituting 2-aminosulfonamide for the product of Example 84A. Reactants: C1(=CC=CC=C1)NC(=S)C1(OC2=C(CC1)C(=C(C(=C2C)C)OC(C)=O)C)C (N-Phenyl-6-acetoxy-3,4-dihydro-2,5,7,8-tetramethyl-2H-1-benzopyran-2-thiocarboxamide), CC1(OCC(CO1)(C)NC(=S)C1(OC2=C(CC1)C(=C(C(=C2C)C)OC(C)=O)C)C)C (N-(2,2,5-trimethyl-1,3-dioxan-5-yl)-6-acetoxy-3,4-dihydro-2,5,7,8-tetramethyl-2H-1-benzopyran-2-thiocarboxamide). The product is CC1(OCC(CO1)(C)NC(=S)C1(OC2=C(CC1)C(=C(C(=C2C)C)O)C)C)C (N-(2,2,5-trimethyl-1,3-dioxan-5-yl)-6-hydroxy-3,4-dihydro-2,5,7,8-tetramethyl-2H-1-benzopyran-2-thiocarboxamide). RXN SMILES: C1(NC(C2(C)CCC3C(C)=C(OC(=O)C)C(C)=C(C)C=3O2)=S)C=CC=CC=1.[CH3:28][C:29]1([CH3:57])[O:34][CH2:33][C:32]([NH:36][C:37]([C:39]2([CH3:56])[CH2:44][CH2:43][C:42]3[C:45]([CH3:55])=[C:46]([O:51]C(=O)C)[C:47]([CH3:50])=[C:48]([CH3:49])[C:41]=3[O:40]2)=[S:38])([CH3:35])[CH2:31][O:30]1>>[CH3:28][C:29]1([CH3:57])[O:34][CH2:33][C:32]([NH:36][C:37]([C:39]2([CH3:56])[CH2:44][CH2:43][C:42]3[C:45]([CH3:55])=[C:46]([OH:51])[C:47]([CH3:50])=[C:48]([CH3:49])[C:41]=3[O:40]2)=[S:38])([CH3:35])[CH2:31][O:30]1. Procedure details: By carrying out the reaction as in Example 2 (2nd process), but replacing the compound of Example 1 with the compound of Example 64, the title product is obtained.